From a dataset of the Open Reaction Database (ORD), a public repository of structured organic reaction records. describe an organic reaction: reactants, conditions, products, and yield Reactants: CNS(=O)(=O)C=1C=C2CCN(C2=CC1)C=O (5-methylsulfamoyl-N-formylindoline), Cl (hydrochloric acid). Solvent: C(Cl)(Cl)Cl (chloroform), CO (methanol). The product is CNS(=O)(=O)C=1C=C2CCNC2=CC1 (5-methylsulfamoylindoline). Yield: 82.1%. As a reaction SMILES: [CH3:1][NH:2][S:3]([C:6]1[CH:7]=[C:8]2[C:12](=[CH:13][CH:14]=1)[N:11](C=O)[CH2:10][CH2:9]2)(=[O:5])=[O:4].Cl>CO.C(Cl)(Cl)Cl>[CH3:1][NH:2][S:3]([C:6]1[CH:7]=[C:8]2[C:12](=[CH:13][CH:14]=1)[NH:11][CH2:10][CH2:9]2)(=[O:5])=[O:4]. Procedure: To a stirred solution of 23.42 g (0.0975 mol) of 5-methylsulfamoyl-N-formylindoline in 500 ml of methanol was added 40 ml of concentrated hydrochloric acid. The solution was heated to reflux for one hour. Thin layer chromatography in chloroform showed the reaction was complete. The solution was allowed to cool, and then the methanol was removed under reduced pressure. The aqueous slurry remaining was dissolved ice water and neutralized by the addition of sodium hydroxide solution. The precipitat... The reactants are CCCN(CCC)C(=S)OCC, CO, CCOS(=O)(=O)OCC. Product: CCCN(CCC)C(=O)SCC. RXN SMILES: [CH2:1]([CH2:2][CH3:3])[N:4]([C:5]([O:6][CH2:7][CH3:8])=[S:9])[CH2:10][CH2:11][CH3:12].[CH3:22][OH:23].[S:13]([O:14][CH2:15][CH3:16])([O:19][CH2:17][CH3:18])(=[O:20])=[O:21]>>[CH2:1]([CH2:2][CH3:3])[N:4]([C:5]([S:6][CH2:17][CH3:18])=[O:9])[CH2:10][CH2:11][CH3:12]. Starting materials: [H-].[Al+3].[Li+].[H-].[H-].[H-] (lithium-aluminum hydride), O (water), O (water), COC(=O)C=1C=2C=CN(C2C=CC1)S(=O)(=O)C1=CC=C(C)C=C1 (1-tosylindole-4-carboxylic-acid-methylester). Solvent: O1CCCC1 (tetrahydrofuran). Reaction conditions: temperature 0 celsius, time 20 minute. Product: OCC1=C2C=CN(C2=CC=C1)S(=O)(=O)C1=CC=C(C)C=C1 (4-hydroxymethyl-1-tosylindole). Yield: 87.4%. RXN SMILES: [H-].[Al+3].[Li+].[H-].[H-].[H-].C[O:8][C:9]([C:11]1[C:12]2[CH:13]=[CH:14][N:15]([S:20]([C:23]3[CH:29]=[CH:28][C:26]([CH3:27])=[CH:25][CH:24]=3)(=[O:22])=[O:21])[C:16]=2[CH:17]=[CH:18][CH:19]=1)=O.O>O1CCCC1>[OH:8][CH2:9][C:11]1[CH:19]=[CH:18][CH:17]=[C:16]2[C:12]=1[CH:13]=[CH:14][N:15]2[S:20]([C:23]1[CH:24]=[CH:25][C:26]([CH3:27])=[CH:28][CH:29]=1)(=[O:22])=[O:21] |f:0.1.2.3.4.5|. Procedure: 2nd stage: The suspension of 1.9 g of lithium-aluminum hydride in 165 ml of tetrahydrofuran cooled to 0° C. is proportionately mixed with 16.45 g of 1-tosylindole-4-carboxylic-acid-methylester. After 30 minutes 1.9 ml of water, 1.9 ml of 15% soda lye and 5.7 ml of water are carefully and sequentially dripped in. After 20 minutes, the precipitate is filtered off, washed out with acetic-acid-ethylester and the filtrates are concentrated. The raw product (15.97 g) is crystallized out of diisopropyl... The reactants are FC1=C(C=CC=C1)C1=NOC(=C1C(=O)O)C (3-(2-fluorophenyl)-5-methylisoxazol-4-carboxylic acid), Cl.C(C)N=C=NCCCN(C)C (1-ethyl-3-(dimethylaminopropyl)carbodiimide hydrochloride), COC=1C=C(C=CC1)N1CCNCC1 (1-(3-methoxyphenyl)piperazine). The solvent is ClCCl (dichloromethane). Product: FC1=C(C=CC=C1)C1=NOC(=C1C(=O)N1CCN(CC1)C1=CC(=CC=C1)OC)C ((3-(2-fluorophenyl)-5-methylisoxazol-4-yl)(4-(3-methoxyphenyl)piperazine-1-yl)methanone). Isolated yield 85.3%. As a reaction SMILES: [F:1][C:2]1[CH:7]=[CH:6][CH:5]=[CH:4][C:3]=1[C:8]1[C:12]([C:13]([OH:15])=O)=[C:11]([CH3:16])[O:10][N:9]=1.Cl.C(N=C=NCCCN(C)C)C.[CH3:29][O:30][C:31]1[CH:32]=[C:33]([N:37]2[CH2:42][CH2:41][NH:40][CH2:39][CH2:38]2)[CH:34]=[CH:35][CH:36]=1>ClCCl>[F:1][C:2]1[CH:7]=[CH:6][CH:5]=[CH:4][C:3]=1[C:8]1[C:12]([C:13]([N:40]2[CH2:39][CH2:38][N:37]([C:33]3[CH:34]=[CH:35][CH:36]=[C:31]([O:30][CH3:29])[CH:32]=3)[CH2:42][CH2:41]2)=[O:15])=[C:11]([CH3:16])[O:10][N:9]=1 |f:1.2|. Procedure: In a similar manner as described in Example 1, by using dichloromethane (30 mL), 3-(2-fluorophenyl)-5-methylisoxazol-4-carboxylic acid (407 mg, 1.84 mmol), 1-ethyl-3-(dimethylaminopropyl)carbodiimide hydrochloride (388 mg, 2.02 mmol) and 1-(3-methoxyphenyl)piperazine (354 mg, 1.84 mmol), a white solid required compound (622 mg, 1.57 mmol, 86%) was obtained. Starting materials: CC=1C(=[N+](C=CC1F)[O-])C(=O)OC (methyl 4-fluoro-2-(methoxycarbonyl)pyridine 1-oxide), FC(C(=O)OC(C(F)(F)F)=O)(F)F (trifluoroacetic anhydride). Solvent: CN(C=O)C (dimethylformamide). Conditions: temperature 50 celsius, time 3 hour. The product is FC=1C=C(NC(C1)=O)C(=O)OC (methyl 4-fluoro-6-oxo-1,6-dihydropyridine-2-carboxylate). RXN SMILES: C[C:2]1[C:3]([C:10]([O:12][CH3:13])=[O:11])=[N+:4]([O-])[CH:5]=[CH:6][C:7]=1[F:8].FC(F)(F)C(OC(=O)C(F)(F)F)=[O:17]>CN(C)C=O>[F:8][C:7]1[CH:2]=[C:3]([C:10]([O:12][CH3:13])=[O:11])[NH:4][C:5](=[O:17])[CH:6]=1. Reported procedure: To a solution of methyl 4-fluoro-2-(methoxycarbonyl)pyridine 1-oxide (3, 1 g, 5.84 mmol) in dimethylformamide (25 mL) is added trifluoroacetic anhydride (1.62 mL, 11.68 mmol). The reaction is stirred at 50° C. for 3 h. The resulting mixture is concentrated and purified via flash chromatography to afford methyl 4-fluoro-6-oxo-1,6-dihydropyridine-2-carboxylate (4). Reactants: C(C1=CC=CC=C1)N1CCC2=C(CC1)OC=C2 (6-benzyl-5,6,7,8-tetrahydro-4H-furo[3,2-d]azepine), ClC(=O)OC(C)Cl (1-chloroethyl chloroformate). Run in C(Cl)Cl (methylene chloride), C(Cl)Cl (methylene chloride), CO (methanol). Yields the product O1C=CC=2CCNCCC21 (5,6,7,8-tetrahydro-4H-furo[3,2-d]azepine). Reaction SMILES: C([N:8]1[CH2:14][CH2:13][C:12]2[O:15][CH:16]=[CH:17][C:11]=2[CH2:10][CH2:9]1)C1C=CC=CC=1.ClC(OC(Cl)C)=O>C(Cl)Cl.CO>[O:15]1[C:12]2[CH2:13][CH2:14][NH:8][CH2:9][CH2:10][C:11]=2[CH:17]=[CH:16]1. Reported procedure: A solution of 6-benzyl-5,6,7,8-tetrahydro-4H-furo[3,2-d]azepine (11.3 mmol) in methylene chloride (56 mL) is cooled to ° C. and treated with 1-chloroethyl chloroformate (ACE-Cl) (56.4 mmol). The reaction is warmed to RT for 1 hour, diluted with methylene chloride (100 mL), washed with NaHCO3 (50 mL), and extracted with methylene chloride (50 mL). The combined organic layers are washed with brine (50 mL), dried and concentrated to give an oily residue which was dissolved in methanol (150 mL) and ... The reactants are Cc1cc(-c2c3ccccc3cc3sc(C)c(C)c23)cc(C)c1O, CC(=O)OC(C)=O, c1ccncc1. Yields the product CC(=O)Oc1c(C)cc(-c2c3ccccc3cc3sc(C)c(C)c23)cc1C. RXN SMILES: [CH3:1][c:2]1[c:3]([CH3:24])[c:4]2[c:5]([s:6]1)[cH:7][c:8]1[cH:9][cH:10][cH:11][cH:12][c:13]1[c:14]2-[c:15]1[cH:16][c:17]([CH3:23])[c:18]([OH:22])[c:19]([CH3:21])[cH:20]1.[CH3:25][C:26](=[O:27])[O:28][C:29](=[O:30])[CH3:31].[cH:32]1[cH:33][cH:34][n:35][cH:36][cH:37]1>>[CH3:1][c:2]1[c:3]([CH3:24])[c:4]2[c:5]([s:6]1)[cH:7][c:8]1[cH:9][cH:10][cH:11][cH:12][c:13]1[c:14]2-[c:15]1[cH:16][c:17]([CH3:23])[c:18]([O:22][C:26]([CH3:25])=[O:27])[c:19]([CH3:21])[cH:20]1.